This data is from the Open Reaction Database (ORD), a public repository of structured organic reaction records. The task is: describe an organic reaction: reactants, conditions, products, and yield Starting materials: ClC=1C=C(C=C(C1)Cl)C1(CC(=NO1)C1=CC=C(CN2C(C3=CC=CC=C3C2=O)=O)C=C1)C(F)(F)F (2-{4-[5-(3,5-dichlorophenyl)-5-(trifluoromethyl)-4,5-dihydroisoxazol-3-yl]benzyl}-1H-isoindole-1,3(2H)-dione), NN (hydrazine). Run in CO (methanol), C(C)(C)(C)OC (t-butylmethylether). The product is ClC=1C=C(C=C(C1)Cl)C1(CC(=NO1)C1=CC=C(C=C1)CN)C(F)(F)F (1-{4-[5-(3,5-dichlorophenyl)-5-(trifluoromethyl)-4,5-dihydroisoxazol-3-yl]phenyl}methanamine). The yield is 41.1%. RXN SMILES: [Cl:1][C:2]1[CH:3]=[C:4]([C:9]2([C:32]([F:35])([F:34])[F:33])[O:13][N:12]=[C:11]([C:14]3[CH:31]=[CH:30][C:17]([CH2:18][N:19]4C(=O)C5C(=CC=CC=5)C4=O)=[CH:16][CH:15]=3)[CH2:10]2)[CH:5]=[C:6]([Cl:8])[CH:7]=1.NN>CO.C(OC)(C)(C)C>[Cl:1][C:2]1[CH:3]=[C:4]([C:9]2([C:32]([F:34])([F:33])[F:35])[O:13][N:12]=[C:11]([C:14]3[CH:15]=[CH:16][C:17]([CH2:18][NH2:19])=[CH:30][CH:31]=3)[CH2:10]2)[CH:5]=[C:6]([Cl:8])[CH:7]=1. Reported procedure: A solution of 2-{4-[5-(3,5-dichlorophenyl)-5-(trifluoromethyl)-4,5-dihydroisoxazol-3-yl]benzyl}-1H-isoindole-1,3(2H)-dione (0.65 g) and aqueous hydrazine solution (0.07 g) in methanol (5 mL) was refluxed for one hour. After the reaction solution was diluted with t-butylmethylether, the solution was washed with water and saturated brine. The organic layer was dried over anhydrous magnesium sulfate. The solvent was distilled off under reduced pressure, and the residue was then purified by silica g... Starting materials: COC(=O)C1(CCCCCC1)NC(C1=CC(=C(C=C1)C(C)=O)O)=O (1-(4-Acetyl-3-hydroxy-benzoylamino)-cycloheptanecarboxylic acid methyl ester), C1(=CC(=CC=C1)CCO)C (2-m-tolylethanol). Product: COC(=O)C1(CCCCCC1)NC(C1=CC(=C(C=C1)C(C)=O)OCCC=1C=C(C=CC1)C)=O (1-[4-Acetyl-3-(2-m-tolyl-ethoxy)-benzoylamino]-cycloheptanecarboxylic acid methyl ester). RXN SMILES: [CH3:1][O:2][C:3]([C:5]1([NH:12][C:13](=[O:24])[C:14]2[CH:19]=[CH:18][C:17]([C:20](=[O:22])[CH3:21])=[C:16]([OH:23])[CH:15]=2)[CH2:11][CH2:10][CH2:9][CH2:8][CH2:7][CH2:6]1)=[O:4].[C:25]1([CH3:34])[CH:30]=[CH:29][CH:28]=[C:27]([CH2:31][CH2:32]O)[CH:26]=1>>[CH3:1][O:2][C:3]([C:5]1([NH:12][C:13](=[O:24])[C:14]2[CH:19]=[CH:18][C:17]([C:20](=[O:22])[CH3:21])=[C:16]([O:23][CH2:32][CH2:31][C:27]3[CH:26]=[C:25]([CH3:34])[CH:30]=[CH:29][CH:28]=3)[CH:15]=2)[CH2:6][CH2:7][CH2:8][CH2:9][CH2:10][CH2:11]1)=[O:4]. Reported procedure: The compound of step 1 and 2-m-tolylethanol were reacted in analogy to step 1 of example 1 to yield the title compound. Yields the product O=c1oc2cc(Oc3nnnn3-c3ccccc3)ccc2c2c1CN(Cc1ccccc1)CC2. The reactants are O=C([O-])[O-], CN(C)C=O, Clc1nnnn1-c1ccccc1, [K+], [K+], O, O=c1oc2cc(O)ccc2c2c1CN(Cc1ccccc1)CC2. As a reaction SMILES: [C:36](=[O:37])([O-:38])[O-:39].[CH3:43][N:44]([CH3:45])[CH:46]=[O:47].[Cl:24][c:25]1[n:26][n:27][n:28][n:29]1-[c:30]1[cH:31][cH:32][cH:33][cH:34][cH:35]1.[K+:40].[K+:41].[OH2:42].[OH:1][c:2]1[cH:3][c:4]2[c:5]([cH:6][cH:7]1)[c:8]1[c:9]([c:21](=[O:23])[o:22]2)[CH2:10][N:11]([CH2:14][c:15]2[cH:16][cH:17][cH:18][cH:19][cH:20]2)[CH2:12][CH2:13]1>>[O:1]([c:2]1[cH:3][c:4]2[c:5]([cH:6][cH:7]1)[c:8]1[c:9]([c:21](=[O:23])[o:22]2)[CH2:10][N:11]([CH2:14][c:15]2[cH:16][cH:17][cH:18][cH:19][cH:20]2)[CH2:12][CH2:13]1)[c:25]1[n:26][n:27][n:28][n:29]1-[c:30]1[cH:31][cH:32][cH:33][cH:34][cH:35]1. The reactants are CN(C)C(=O)c1ccc(B2OC(C)(C)C(C)(C)O2)cc1, [K+], [K+], O=C([O-])[O-], Cc1ccc(NC(=O)C2(c3ccc4c(c3)OCO4)CC2)cc1Br, CN(C)C=O. The product is Cc1ccc(NC(=O)C2(c3ccc4c(c3)OCO4)CC2)cc1-c1ccc(C(=O)N(C)C)cc1. RXN SMILES: [CH3:24][N:25]([C:26]([c:27]1[cH:28][cH:29][c:30]([B:33]2[O:34][C:35]([CH3:36])([CH3:37])[C:38]([CH3:39])([CH3:40])[O:41]2)[cH:31][cH:32]1)=[O:42])[CH3:43].[K+:44].[K+:45].[O-:46][C:47]([O-:48])=[O:49].[O:1]1[CH2:2][O:3][c:4]2[c:5]1[cH:6][cH:7][c:8]([C:10]1([C:13](=[O:14])[NH:15][c:16]3[cH:17][c:18]([Br:23])[c:19]([CH3:22])[cH:20][cH:21]3)[CH2:11][CH2:12]1)[cH:9]2.[O:50]=[CH:51][N:52]([CH3:53])[CH3:54]>>[O:1]1[CH2:2][O:3][c:4]2[c:5]1[cH:6][cH:7][c:8]([C:10]1([C:13](=[O:14])[NH:15][c:16]3[cH:17][c:18](-[c:30]4[cH:29][cH:28][c:27]([C:26]([N:25]([CH3:24])[CH3:43])=[O:42])[cH:32][cH:31]4)[c:19]([CH3:22])[cH:20][cH:21]3)[CH2:11][CH2:12]1)[cH:9]2.